This data is from the Open Reaction Database (ORD), a public repository of structured organic reaction records. The task is: describe an organic reaction: reactants, conditions, products, and yield The reactants are COCCCOc1cc(C(C)O)ccc1O[Si](C(C)C)(C(C)C)C(C)C, Cc1ccccc1. Yields the product COCCCOc1cc(C(C)=O)ccc1O[Si](C(C)C)(C(C)C)C(C)C. Reaction SMILES: [CH3:1][O:2][CH2:3][CH2:4][CH2:5][O:6][c:7]1[cH:8][c:9]([CH:24]([CH3:25])[OH:26])[cH:10][cH:11][c:12]1[O:13][Si:14]([CH:15]([CH3:16])[CH3:17])([CH:18]([CH3:19])[CH3:20])[CH:21]([CH3:22])[CH3:23].[CH3:27][c:28]1[cH:29][cH:30][cH:31][cH:32][cH:33]1>>[CH3:1][O:2][CH2:3][CH2:4][CH2:5][O:6][c:7]1[cH:8][c:9]([C:24]([CH3:25])=[O:26])[cH:10][cH:11][c:12]1[O:13][Si:14]([CH:15]([CH3:16])[CH3:17])([CH:18]([CH3:19])[CH3:20])[CH:21]([CH3:22])[CH3:23]. Starting materials: CS(=O)(=O)Cl, ClCCl, Cc1ccn2cc(-c3ccc(C#CCCO)cc3)nc2c1, c1ccncc1. Product: Cc1ccn2cc(-c3ccc(C#CCCOS(C)(=O)=O)cc3)nc2c1. As a reaction SMILES: [CH3:28][S:29]([Cl:30])(=[O:31])=[O:32].[Cl:33][CH2:34][Cl:35].[OH:1][CH2:2][CH2:3][C:4]#[C:5][c:6]1[cH:7][cH:8][c:9](-[c:12]2[n:13][c:14]3[n:15]([cH:16][cH:17][c:18]([CH3:20])[cH:19]3)[cH:21]2)[cH:10][cH:11]1.[cH:22]1[cH:23][cH:24][n:25][cH:26][cH:27]1>>[O:1]([CH2:2][CH2:3][C:4]#[C:5][c:6]1[cH:7][cH:8][c:9](-[c:12]2[n:13][c:14]3[n:15]([cH:16][cH:17][c:18]([CH3:20])[cH:19]3)[cH:21]2)[cH:10][cH:11]1)[S:29]([CH3:28])(=[O:31])=[O:32].